Dataset: the Open Reaction Database (ORD), a public repository of structured organic reaction records. Task: describe an organic reaction: reactants, conditions, products, and yield The reactants are ice, C(C)(=O)NC1C=2C=CC=CC2C=2NC(C=3N(C21)C=CN3)=O ((10 RS)-10-acetamido-5H,10H-imidazo[1,2-a]indeno[1,2-e]pyrazin-4-one), [H-].[Na+] (sodium hydride), CS(=O)C (dimethyl sulphoxide), suspension, ClCCCCC1=CC=CC=C1 (1-chloro-4-phenylbutane). Run in C(C)(=O)O (acetic acid), O (water), C(C)(=O)OCC (ethyl acetate). Product: C(C)(=O)NC1(C=2C=CC=CC2C=2NC(C=3N(C21)C=CN3)=O)CCCCC3=CC=CC=C3 ((10 RS)-10-acetamido-10-(4-phenylbutyl)-5H,10H-imidazo[1,2-a]indeno[1,2-e]pyrazin-4-one). Isolated yield 1.8%. RXN SMILES: [C:1]([NH:4][CH:5]1[C:17]2[N:16]3[CH:18]=[CH:19][N:20]=[C:15]3[C:14](=[O:21])[NH:13][C:12]=2[C:11]2[CH:10]=[CH:9][CH:8]=[CH:7][C:6]1=2)(=[O:3])[CH3:2].CS(C)=O.[H-].[Na+].Cl[CH2:29][CH2:30][CH2:31][CH2:32][C:33]1[CH:38]=[CH:37][CH:36]=[CH:35][CH:34]=1>C(OCC)(=O)C.C(O)(=O)C.O>[C:1]([NH:4][C:5]1([CH2:29][CH2:30][CH2:31][CH2:32][C:33]2[CH:38]=[CH:37][CH:36]=[CH:35][CH:34]=2)[C:17]2[N:16]3[CH:18]=[CH:19][N:20]=[C:15]3[C:14](=[O:21])[NH:13][C:12]=2[C:11]2[CH:10]=[CH:9][CH:8]=[CH:7][C:6]1=2)(=[O:3])[CH3:2] |f:2.3|. Reported procedure: The process is performed as in Example 44 but starting with 3 g of (10 RS)-10-acetamido-5H,10H-imidazo[1,2-a]indeno[1,2-e]pyrazin-4-one, 70 ml of dimethyl sulphoxide, 1.2 g of an 80% suspension of sodium hydride in oil and 2.7 g of 1-chloro-4-phenylbutane. The reaction medium is poured into a mixture of 250 g of ice, 435 ml of distilled water and 6 ml of acetic acid. 200 ml of ethyl acetate are added to the suspension obtained and the mixture is stirred, followed, after separation of the phases ... Reactants: CNC, CCc1nc(N)nc(N)c1-c1ccc(Cl)c([N+](=O)[O-])c1. Yields the product CCc1nc(N)nc(N)c1-c1ccc(N(C)C)c([N+](=O)[O-])c1. As a reaction SMILES: [CH3:21][NH:22][CH3:23].[NH2:1][c:2]1[n:3][c:4]([CH2:19][CH3:20])[c:5](-[c:9]2[cH:10][c:11]([N+:16](=[O:17])[O-:18])[c:12]([Cl:15])[cH:13][cH:14]2)[c:6]([NH2:8])[n:7]1>>[NH2:1][c:2]1[n:3][c:4]([CH2:19][CH3:20])[c:5](-[c:9]2[cH:10][c:11]([N+:16](=[O:17])[O-:18])[c:12]([N:22]([CH3:21])[CH3:23])[cH:13][cH:14]2)[c:6]([NH2:8])[n:7]1. As a reaction SMILES: [CH2:32]1[O:33][CH2:34][CH2:35][CH2:36]1.[CH3:1][C:2]1([CH3:3])[CH2:4][CH2:5][CH2:6][C:7]([CH3:8])([CH3:9])[NH:10]1.[F:16][c:17]1[c:18]([CH2:24][CH2:25][OH:26])[c:19]([F:23])[cH:20][cH:21][cH:22]1.[Li:11][CH2:12][CH2:13][CH2:14][CH3:15].[O:27]=[CH:28][N:29]([CH3:30])[CH3:31]>>[F:16][c:17]1[c:18]([CH2:24][CH2:25][OH:26])[c:19]([F:23])[cH:20][cH:21][c:22]1[CH:28]=[O:27]. Starting materials: C1CCOC1, CC1(C)CCCC(C)(C)N1, OCCc1c(F)cccc1F, [Li]CCCC, CN(C)C=O. Product: O=Cc1ccc(F)c(CCO)c1F. Reactants: C(C1=CC=CC=C1)OC(N(CCN1CCCC1)CCC[C@H](CC1=CC=CC=C1)NC(=O)NC1=CC=C(C=C1)C1=CC=CC=C1)=O ([(R)-4-(3-Biphenyl-4-yl-ureido)-5-phenyl-pentyl]-(2-pyrrolidin-1-yl-ethyl)-carbamic acid benzyl ester), C(C1=CC=CC=C1)OC(N(CCN1CCCC1)CCC[C@H](CC1=CC=CC=C1)NC(=O)OC(C)(C)C)=O (((R)-4-tert-butoxycarbonylamino-5-phenyl-pentyl)-(2-pyrrolidin-1-yl-ethyl)-carbamic acid benzyl ester), Cl (HCl). Run in C(Cl)Cl (CH2Cl2), O1CCOCC1 (dioxane). Yields the product C(C1=CC=CC=C1)[C@@H](CCCNCCN1CCCC1)NC(=O)NC1=CC=C(C=C1)C1=CC=CC=C1 (1-[(R)-1-Benzyl-4-(2-pyrrolidin-1-yl-ethylamino)-butyl]-3-biphenyl-4-yl-urea). Conditions: temperature 25 celsius, time 1 hour. Procedure: [(R)-4-(3-Biphenyl-4-yl-ureido)-5-phenyl-pentyl]-(2-pyrrolidin-1-yl-ethyl)-carbamic acid benzyl ester. To a solution of ((R)-4-tert-butoxycarbonylamino-5-phenyl-pentyl)-(2-pyrrolidin-1-yl-ethyl)-carbamic acid benzyl ester (0.06 g, 0.16 mmol) in CH2Cl2 (1.7 mL) was added HCl in dioxane (3 M, 0.6 mL), and the solution was stirred (25° C., 1 h). The solution was concentrated in vacuo, and the residue was dissolved in MeOH (2 mL) and treated with basic resin, and the resulting suspension was stirred... RXN SMILES: C(OC(=O)[N:10]([CH2:18][CH2:19][CH2:20][C@@H:21]([NH:29][C:30]([NH:32][C:33]1[CH:38]=[CH:37][C:36]([C:39]2[CH:44]=[CH:43][CH:42]=[CH:41][CH:40]=2)=[CH:35][CH:34]=1)=[O:31])[CH2:22][C:23]1[CH:28]=[CH:27][CH:26]=[CH:25][CH:24]=1)[CH2:11][CH2:12][N:13]1[CH2:17][CH2:16][CH2:15][CH2:14]1)C1C=CC=CC=1.C(OC(=O)N(CCC[C@@H](NC(OC(C)(C)C)=O)CC1C=CC=CC=1)CCN1CCCC1)C1C=CC=CC=1.Cl>C(Cl)Cl.O1CCOCC1>[CH2:22]([C@H:21]([NH:29][C:30]([NH:32][C:33]1[CH:34]=[CH:35][C:36]([C:39]2[CH:40]=[CH:41][CH:42]=[CH:43][CH:44]=2)=[CH:37][CH:38]=1)=[O:31])[CH2:20][CH2:19][CH2:18][NH:10][CH2:11][CH2:12][N:13]1[CH2:17][CH2:16][CH2:15][CH2:14]1)[C:23]1[CH:28]=[CH:27][CH:26]=[CH:25][CH:24]=1. Reactants: C(C)N(C1=CC=CC=C1)CC (N,N-diethylaniline), ClC1=CC(=C(C(=C1)OCC#C)N1C(N(C(=CC1=O)C(F)(F)F)C)=O)F (3-(4-chloro-2-fluoro-6-propargyloxyphenyl)-1-methyl-6-trifluoromethyluracil), [F-].[Cs+] (cesium fluoride). The solvent is O (water). Reaction conditions: temperature 185 celsius, time 3 hour. Yields the product ClC1=CC(=C(C2=C1C=C(O2)C)N2C(N(C(=CC2=O)C(F)(F)F)C)=O)F (3-(4-chloro-6-fluoro-2-methylbenzofuran-7-yl)-1-methyl-6-trifluoromethyluracil). Isolated yield 26.9%. As a reaction SMILES: C(N(CC)[C:4]1[CH:9]=CC=C[CH:5]=1)C.[Cl:12][C:13]1[CH:18]=[C:17]([O:19]CC#C)[C:16]([N:23]2[C:28](=[O:29])[CH:27]=[C:26]([C:30]([F:33])([F:32])[F:31])[N:25]([CH3:34])[C:24]2=[O:35])=[C:15]([F:36])[CH:14]=1.[F-].[Cs+]>O>[Cl:12][C:13]1[C:18]2[CH:5]=[C:4]([CH3:9])[O:19][C:17]=2[C:16]([N:23]2[C:28](=[O:29])[CH:27]=[C:26]([C:30]([F:31])([F:33])[F:32])[N:25]([CH3:34])[C:24]2=[O:35])=[C:15]([F:36])[CH:14]=1 |f:2.3|. Procedure details: 100 ml of N,N-diethylaniline was added to 5.2 g (14 mmol) of 3-(4-chloro-2-fluoro-6-propargyloxyphenyl)-1-methyl-6-trifluoromethyluracil and 6.4 g (42 mmol) of cesium fluoride, followed by stirring at 180 to 190° C. for 3 hours. After completion of the reaction, the reaction solution was poured into water and extracted with ethyl acetate. The organic layer was washed sequentially with a 10% hydrochloric acid aqueous solution, water and a saturated sodium chloride aqueous solution and then dried ... Reactants: CN(C)C=O, ClCCCBr, [H-], [Na+], O=c1[nH]c2ccccc2o1. Yields the product O=c1oc2ccccc2n1CCCCl. RXN SMILES: [CH3:18][N:19]([CH3:20])[CH:21]=[O:22].[Cl:13][CH2:14][CH2:15][CH2:16][Br:17].[H-:1].[Na+:2].[o:3]1[c:4](=[O:12])[nH:5][c:6]2[c:7]1[cH:8][cH:9][cH:10][cH:11]2>>[o:3]1[c:4](=[O:12])[n:5]([CH2:16][CH2:15][CH2:14][Cl:13])[c:6]2[c:7]1[cH:8][cH:9][cH:10][cH:11]2. Reactants: N1N=CC=C1 (1H-Pyrazole), O1CCCC=C1 (3,4-dihydro-2H-pyran). Reagents/catalysts: C(=O)(C(F)(F)F)O (TFA), [H-].[Na+] (NaH). Conditions: temperature 95 celsius, time 5 hour. The product is O1C(CCCC1)N1N=CC=C1 (1-(Tetrahydro-pyran-2-yl)-1H-pyrazole). The yield is 104.2%. Reaction SMILES: [NH:1]1[CH:5]=[CH:4][CH:3]=[N:2]1.[O:6]1[CH:11]=[CH:10][CH2:9][CH2:8][CH2:7]1>C(O)(C(F)(F)F)=O.[H-].[Na+]>[O:6]1[CH2:11][CH2:10][CH2:9][CH2:8][CH:7]1[N:1]1[CH:5]=[CH:4][CH:3]=[N:2]1 |f:3.4|. Reported procedure: 1H-Pyrazole (14.3 g, 0.21 mol) is dissolved in 3,4-dihydro-2H-pyran (26.74 g, 0.32 mol) in the presence of a catalytic amount of TFA (0.1 mL, 1.3 mmol). The reaction mixture is stirred at 95° C. for 5 hours, cooled and then quenched using NaH (0.2 g, 5 mmol). The solvent is removed to give the title compound as a brown oil (33.3 g, 99%), which is used in the next step without further purification. Reactants: C(C(C)C)OC1=CC=CC2=C1C(=NO2)OCC2CCNCC2 (4-Isobutoxy-3-(piperidin-4-ylmethoxy)-1,2-benzisoxazole), C(=O)[C@@H]1CC[C@H](CC1)C(=O)OC (methyl trans-4-formylcyclohexanecarboxylate), C(=O)C1(CCCC1)C(=O)OC (methyl 1-formylcyclopentanecarboxylate). The product is C(C(C)C)OC1=CC=CC2=C1C(=NO2)OCC2CCN(CC2)C[C@@H]2CC[C@H](CC2)C(=O)OC (Methyl trans-4-[(4-{[(4-isobutoxy-1,2-benzisoxazol-3-yl)oxy]methyl}piperidin-1-yl)methyl]-cyclohexanecarboxylate). Reaction SMILES: [CH2:1]([O:5][C:6]1[C:11]2[C:12]([O:15][CH2:16][CH:17]3[CH2:22][CH2:21][NH:20][CH2:19][CH2:18]3)=[N:13][O:14][C:10]=2[CH:9]=[CH:8][CH:7]=1)[CH:2]([CH3:4])[CH3:3].[CH:23]([C@H:25]1[CH2:30][CH2:29][C@H:28]([C:31]([O:33][CH3:34])=[O:32])[CH2:27][CH2:26]1)=O.C(C1(C(OC)=O)CCCC1)=O>>[CH2:1]([O:5][C:6]1[C:11]2[C:12]([O:15][CH2:16][CH:17]3[CH2:22][CH2:21][N:20]([CH2:23][C@H:25]4[CH2:26][CH2:27][C@H:28]([C:31]([O:33][CH3:34])=[O:32])[CH2:29][CH2:30]4)[CH2:19][CH2:18]3)=[N:13][O:14][C:10]=2[CH:9]=[CH:8][CH:7]=1)[CH:2]([CH3:4])[CH3:3]. Procedure details: The title compound was prepared according to the procedure described in Step 3 of EXAMPLE 2 using 4-isobutoxy-3-(piperidin-4-ylmethoxy)-1,2-benzisoxazole (EXAMPLE 10, Step 1) and methyl trans-4-formylcyclohexanecarboxylate (JP 49048639) instead of 3-(piperidin-4-ylmethoxy)-4-(2,2,2-trifluoroethoxy)-1,2-benzisoxazole and methyl 1-formylcyclopentanecarboxylate.